Task: describe an organic reaction: reactants, conditions, products, and yield. Dataset: the Open Reaction Database (ORD), a public repository of structured organic reaction records Reactants: SC=1C=C(C(=O)O)C=CC1 (3-mercaptobenzoic acid), [H-].[Na+] (sodium hydride), C(C)OCC (diethyl ether), BrC1=CC=CC(=N1)COC1=C(C(=C(C=C1)C(C)=O)O)CCC (1-[4-(6-bromo-pyridin-2-ylmethoxy)-2-hydroxy-3-propyl-phenyl]-ethanone). The solvent is CN(C=O)C (dimethylformamide). Conditions: time 10 minute. Product: C(C)(=O)C1=C(C(=C(OCC2=CC=CC(=N2)SC=2C=C(C(=O)O)C=CC2)C=C1)CCC)O (3-[6-(4-acetyl-3-hydroxy-2-propyl-phenoxymethyl)-pyridin-2-ylsulfanyl]-benzoic acid). Yield: 5.1%. As a reaction SMILES: [SH:1][C:2]1[CH:3]=[C:4]([CH:8]=[CH:9][CH:10]=1)[C:5]([OH:7])=[O:6].[H-].[Na+].Br[C:14]1[N:19]=[C:18]([CH2:20][O:21][C:22]2[CH:27]=[CH:26][C:25]([C:28](=[O:30])[CH3:29])=[C:24]([OH:31])[C:23]=2[CH2:32][CH2:33][CH3:34])[CH:17]=[CH:16][CH:15]=1.C(OCC)C>CN(C)C=O>[C:28]([C:25]1[CH:26]=[CH:27][C:22]([O:21][CH2:20][C:18]2[N:19]=[C:14]([S:1][C:2]3[CH:3]=[C:4]([CH:8]=[CH:9][CH:10]=3)[C:5]([OH:7])=[O:6])[CH:15]=[CH:16][CH:17]=2)=[C:23]([CH2:32][CH2:33][CH3:34])[C:24]=1[OH:31])(=[O:30])[CH3:29] |f:1.2|. Procedure details: To a solution of 3-mercaptobenzoic acid (361 mg, 2.35 mmol) in dimethylformamide (15 mL) add sodium hydride (23 mg, 9.38 mmol) at 0° C., stir 10 min. Add 1-[4-(6-bromo-pyridin-2-ylmethoxy)-2-hydroxy-3-propyl-phenyl]-ethanone (854 mg, 2.35 mmol), heat to 100° C. for 6 hours. Cool to ambient temperature and add diethyl ether, collect the resulting red precipitate by filtration (290 mg). Purify by the residue by preparative LC (inject 110 mg) to yield the title compound as a white solid (50 mg, 0.1...